This data is from the Open Reaction Database (ORD), a public repository of structured organic reaction records. The task is: describe an organic reaction: reactants, conditions, products, and yield As a reaction SMILES: [CH3:28][C:29]([Cl:30])=[O:31].[Cl:32][CH2:33][Cl:34].[ClH:35].[O:1]([c:2]1[cH:3][cH:4][cH:5][cH:6][cH:7]1)[c:8]1[n:9][cH:10][n:11][c:12]2[cH:13][cH:14][c:15]([CH:18]=[CH:19][CH2:20][OH:21])[cH:16][c:17]12.[cH:22]1[cH:23][cH:24][n:25][cH:26][cH:27]1>>[O:1]([c:2]1[cH:3][cH:4][cH:5][cH:6][cH:7]1)[c:8]1[n:9][cH:10][n:11][c:12]2[cH:13][cH:14][c:15]([CH:18]=[CH:19][CH2:20][O:21][C:29]([CH3:28])=[O:31])[cH:16][c:17]12. The product is CC(=O)OCC=Cc1ccc2ncnc(Oc3ccccc3)c2c1. Reactants: CC(=O)Cl, ClCCl, Cl, OCC=Cc1ccc2ncnc(Oc3ccccc3)c2c1, c1ccncc1.